Dataset: the Open Reaction Database (ORD), a public repository of structured organic reaction records. Task: describe an organic reaction: reactants, conditions, products, and yield Reactants: N(=NC(=O)OCCOC)C(=O)OCCOC (Bis(2-methoxyethyl) azodicarboxylate), CC1=C(C=C(C(=C1)[N+](=O)[O-])C)O (2,5-dimethyl-4-nitrophenol), C1(CC1)C(C)O ((1-cyclopropyl) ethanol), C1(=CC=CC=C1)P(C1=CC=CC=C1)C1=CC=CC=C1 (triphenylphosphine), C([O-])(O)=O.[Na+] (sodium bicarbonate). Run in C1(=CC=CC=C1)C (toluene). Reaction conditions: temperature 80 celsius, time 4 hour. The product is C1(CC1)C(C)OC1=C(C=C(C(=C1)C)[N+](=O)[O-])C (1-(1-cyclopropylethoxy)-2,5-dimethyl-4-nitrobenzene). Isolated yield 45.6%. Reaction SMILES: N(C(OCCOC)=O)=NC(OCCOC)=O.[CH3:17][C:18]1[CH:23]=[C:22]([N+:24]([O-:26])=[O:25])[C:21]([CH3:27])=[CH:20][C:19]=1[OH:28].[CH:29]1([CH:32](O)[CH3:33])[CH2:31][CH2:30]1.C1(P(C2C=CC=CC=2)C2C=CC=CC=2)C=CC=CC=1.C(=O)(O)[O-].[Na+]>C1(C)C=CC=CC=1>[CH:29]1([CH:32]([O:28][C:19]2[CH:20]=[C:21]([CH3:27])[C:22]([N+:24]([O-:26])=[O:25])=[CH:23][C:18]=2[CH3:17])[CH3:33])[CH2:31][CH2:30]1 |f:4.5|. Procedure: 3.10 g of Bis(2-methoxyethyl) azodicarboxylate was added to a mixture of 1.70 g of 2,5-dimethyl-4-nitrophenol, 0.88 g of (1-cyclopropyl) ethanol, 3.20 g of triphenylphosphine and 100 mL of toluene at 0° C., and the mixture was stirred at 80° C. for 4 hours. After cooling, a saturated aqueous sodium bicarbonate solution was added, and the mixture was extracted with ethyl acetate, and then the organic layer was washed with water and saturated salt water and dried over anhydrous magnesium sulfate. ... The reactants are epoxy, C1(C=2C(C(=O)O1)=CC=CC2)=O (phthalic acid anhydride), C(C)C(CCCCC)O (ethylhexanol), [OH-].[K+] (KOH), O1CNCC1 (oxazolidine), epoxy resin amine, O1CNCC1 (oxazolidine), NCCC(O)CN (aminoethylethanolamine), C(C)C(COC(C=C)=O)CCCC (2-ethylhexylacrylate), C=O (formaldehyde), C(C)N(CC)CCCN (diethylaminopropylamine), epoxy resin, C(Cl)C1CO1 (epichlorohydrin), C(C)C(CO)CCCC (2-ethylhexanol). The reagents and catalysts are C(C)N(CC)CC (triethylamine). The solvent is COCC(C)O (propyleneglycol monomethylether), COCC(C)O (propyleneglycol monomethylether). Reaction conditions: temperature 50 celsius, time 30 minute. The product is C1=CC=C(C=C1)C(N=C=O)N=C=O (toluylene diisocyanate), N(CCO)(CCO)CCO (triethanolamine). RXN SMILES: [CH2:1]([CH:3]1[O:5][CH2:4]1)Cl.C1(=O)[O:11][C:9](=O)[C:8]2=[CH:12][CH:13]=[CH:14][CH:15]=C12.C([CH:19]([OH:25])CCCCC)C.[OH-].[K+].[O:28]1CC[NH:30][CH2:29]1.[NH2:33]CC[CH:36]([CH2:38][NH2:39])[OH:37].C(C(CCCC)COC(=O)C=C)C.C=O.C(N(CCCN)CC)C.C(C(CCCC)CO)C>COCC(O)C.C(N(CC)CC)C>[CH:13]1[CH:12]=[CH:4][C:3]([CH:1]([N:33]=[C:19]=[O:25])[N:30]=[C:29]=[O:28])=[CH:15][CH:14]=1.[N:39]([CH2:8][CH2:9][OH:11])([CH2:4][CH2:3][OH:5])[CH2:38][CH2:36][OH:37] |f:3.4|. Procedure details: BM 2: 500 parts of an epoxy resin based on Bisphenol A and epichlorohydrin (epoxy equivalent weight about 500) are dissolved in 214 parts propyleneglycol monomethylether and reacted at 110° C. with 83 parts of a semiester of phthalic acid anhydride and 2 ethylhexanol, in the presence of 0.5 parts of triethylamine as catalyst, to an acid value of below 3 mg KOH/g. Then, 120 parts of an NH-functional oxazolidine of aminoethylethanolamine, 2-ethylhexylacrylate and formaldehyde, and 26 parts diethyl... Starting materials: C=1C=CC(=CC1)[C@@H]2[C@H](O2)C=3C=CC=CC3 (trans-stilbene oxide), C(C1=CC=CC=C1)OC(CN)C (2-benzyloxypropylamine). Run at temperature 140 celsius, time 12 hour. Yields the product C1(=CC=CC=C1)C(C(C1=CC=CC=C1)NCC(C)OCC1=CC=CC=C1)O (α-Phenyl-β-[[2-(phenylmethoxy)propyl]amino]benzeneethanol). The yield is 75.2%. As a reaction SMILES: [CH:1]1[CH:2]=[CH:3][C:4]([C@H:7]2[O:9][C@@H:8]2[C:10]2[CH:11]=[CH:12][CH:13]=[CH:14][CH:15]=2)=[CH:5][CH:6]=1.[CH2:16]([O:23][CH:24]([CH3:27])[CH2:25][NH2:26])[C:17]1[CH:22]=[CH:21][CH:20]=[CH:19][CH:18]=1>>[C:10]1([CH:8]([OH:9])[CH:7]([NH:26][CH2:25][CH:24]([O:23][CH2:16][C:17]2[CH:22]=[CH:21][CH:20]=[CH:19][CH:18]=2)[CH3:27])[C:4]2[CH:3]=[CH:2][CH:1]=[CH:6][CH:5]=2)[CH:11]=[CH:12][CH:13]=[CH:14][CH:15]=1. Procedure: A mixture of trans-stilbene oxide (1.96 g, 0.010 mol) and 2-benzyloxypropylamine (2.48 g, 0.015 mol) was heated at 140° C. for 6 hours and then allowed to stand at ambient temperature for 12 hours. The solidified reaction mixture was triturated with petroleum ether and filtered to obtain 2.72 g of a solid. Mass spectral analysis showed starting materials present. Recrystallization from isooctane gave 2.16 g (60%) of the product as a white solid; mp 114°-119° C. Starting materials: O=C([O-])[O-], [Cs+], [Cs+], O=[N+]([O-])c1cc(F)c(F)cc1CO, Sc1cccc(C2OCCCO2)c1, CN(C)C=O, O. Yields the product O=[N+]([O-])c1cc(F)c(Sc2cccc(C3OCCCO3)c2)cc1CO. RXN SMILES: [C:27](=[O:28])([O-:29])[O-:30].[Cs+:31].[Cs+:32].[F:14][c:15]1[cH:16][c:17]([N+:24](=[O:25])[O-:26])[c:18]([CH2:22][OH:23])[cH:19][c:20]1[F:21].[O:1]1[CH:2]([c:7]2[cH:8][c:9]([SH:13])[cH:10][cH:11][cH:12]2)[O:3][CH2:4][CH2:5][CH2:6]1.[O:34]=[CH:35][N:36]([CH3:37])[CH3:38].[OH2:33]>>[O:1]1[CH:2]([c:7]2[cH:8][c:9]([S:13][c:20]3[c:15]([F:14])[cH:16][c:17]([N+:24](=[O:25])[O-:26])[c:18]([CH2:22][OH:23])[cH:19]3)[cH:10][cH:11][cH:12]2)[O:3][CH2:4][CH2:5][CH2:6]1. Starting materials: Cl (HCl), C(C)S(=O)(=O)Cl (Ethylsulfonyl chloride), BrC=1C=C(C=NC1OCC1CC1)N (5-bromo-6-(cyclopropylmethoxy)pyridin-3-amine), N1=CC=CC=C1 (pyridine). Run in C(Cl)Cl (DCM). Reaction conditions: time 12 hour. Product: BrC=1C=C(C=NC1OCC1CC1)NS(=O)(=O)CC (N-[5-bromo-6-(cyclopropylmethoxy)pyridin-3-yl]ethanesulfonamide). Isolated yield 30.0%. As a reaction SMILES: [CH2:1]([S:3](Cl)(=[O:5])=[O:4])[CH3:2].[Br:7][C:8]1[CH:9]=[C:10]([NH2:19])[CH:11]=[N:12][C:13]=1[O:14][CH2:15][CH:16]1[CH2:18][CH2:17]1.N1C=CC=CC=1.Cl>C(Cl)Cl>[Br:7][C:8]1[CH:9]=[C:10]([NH:19][S:3]([CH2:1][CH3:2])(=[O:5])=[O:4])[CH:11]=[N:12][C:13]=1[O:14][CH2:15][CH:16]1[CH2:18][CH2:17]1. Reported procedure: Ethylsulfonyl chloride (170 uL, 1.8 mmol) was added to a stirred solution of 5-bromo-6-(cyclopropylmethoxy)pyridin-3-amine (440 mg, 1.8 mmol) and pyridine (725 uL) in DCM (4.5 mL) at 0° C. under nitrogen. After the mixture was allowed to warm to rt and stir for 12 h, it was treated with 1N HCl (15 mL) and extracted with DCM (3×15 mL); the combined organic extracts were washed with saturated bicarbonate solution (aq), dried over sodium sulfate, filtered and concentrated in vacuo. The resulting re... The reactants are C(#C)C1=C(C=CC=C1)OC (2-ethynyl-anisole), IC1=C(C=CC=C1)O (2-iodophenol). Yields the product COC1=C(C=CC=C1)C1=CC2=C(O1)C=CC=C2 (2-(2-Methoxy-phenyl)-benzo[b]furan). As a reaction SMILES: [C:1]([C:3]1[CH:8]=[CH:7][CH:6]=[CH:5][C:4]=1[O:9][CH3:10])#[CH:2].I[C:12]1[CH:17]=[CH:16][CH:15]=[CH:14][C:13]=1[OH:18]>>[CH3:10][O:9][C:4]1[CH:5]=[CH:6][CH:7]=[CH:8][C:3]=1[C:1]1[O:18][C:13]2[CH:14]=[CH:15][CH:16]=[CH:17][C:12]=2[CH:2]=1. Procedure: The general procedure was used to convert 2-ethynyl-anisole and 2-iodophenol to the title product. Purification by flash chromatography (10% ethyl acetate in hexanes as the eluent) gave the analytically pure product as a white solid (348 mg, 77% yield). 1H NMR (300 MHz, CDCl3) δ 8.05 (d, J=7.73, 1H), 7.58 (d, J=6.41, 1H), 7.48 (d, J=8.10, 1H), 7.34 (s, 1H), 7.26-7.18 (m, 3H), 7.03 (t, 1H), 6.89 (d, J=8.29, 1H), 3.86 (s, 3H). 13C NMR (75 MHz, CDCl3) δ 156.42, 153.83, 152.15, 129.77, 129.20, 126.9... Reactants: CN(C)CCOC(=O)c1ccccc1, CC#N, ClCc1ccccc1. Yields the product C[N+](C)(CCOC(=O)c1ccccc1)Cc1ccccc1, [Cl-]. RXN SMILES: [C:1]([c:2]1[cH:3][cH:4][cH:5][cH:6][cH:7]1)(=[O:8])[O:9][CH2:10][CH2:11][N:12]([CH3:13])[CH3:14].[CH3:23][C:24]#[N:25].[Cl:15][CH2:16][c:17]1[cH:18][cH:19][cH:20][cH:21][cH:22]1>>[C:1]([c:2]1[cH:3][cH:4][cH:5][cH:6][cH:7]1)(=[O:8])[O:9][CH2:10][CH2:11][N+:12]([CH3:13])([CH3:14])[CH2:16][c:17]1[cH:18][cH:19][cH:20][cH:21][cH:22]1.[Cl-:15].